This data is from the Open Reaction Database (ORD), a public repository of structured organic reaction records. The task is: describe an organic reaction: reactants, conditions, products, and yield Starting materials: COC(=O)CCCC(=O)Cl (4-methoxycarbonylbutyryl chloride), C(C)NCCC1=CNC2=CC=CC=C12 (N-ethyl-tryptamine), Cl (hydrochloric acid). Solvent: N1=CC=CC=C1 (pyridine). Reaction conditions: time 1 hour. The product is C(C)N(CCC1=CNC2=CC=CC=C12)C(CCCC(=O)OC)=O (N-ethyl-N-(4-methoxycarbonylbutyryl)-tryptamine). Yield: 74.4%. Reaction SMILES: [CH2:1]([NH:3][CH2:4][CH2:5][C:6]1[C:14]2[C:9](=[CH:10][CH:11]=[CH:12][CH:13]=2)[NH:8][CH:7]=1)[CH3:2].[CH3:15][O:16][C:17]([CH2:19][CH2:20][CH2:21][C:22](Cl)=[O:23])=[O:18].Cl>N1C=CC=CC=1>[CH2:1]([N:3]([C:22](=[O:23])[CH2:21][CH2:20][CH2:19][C:17]([O:16][CH3:15])=[O:18])[CH2:4][CH2:5][C:6]1[C:14]2[C:9](=[CH:10][CH:11]=[CH:12][CH:13]=2)[NH:8][CH:7]=1)[CH3:2]. Procedure details: 10 g of N-ethyl-tryptamine (i.e., 3-(2-ethylaminoethyl)-indole) were dissolved in 80 ml of pyridine, and 9.62 g of 4-methoxycarbonylbutyryl chloride were added dropwise thereto at 10° C. The mixture was stirred for one hour. After the reaction was completed, the mixture was acidified with dilute hydrochloric acid and then extracted with ethyl acetate. The extract was washed with water, an aqueous saturated sodium bicarbonate solution and water, successively. The washed extract was dried and evap... Starting materials: C(C)OC([C@H](CC1=CC=C(C=C1)OC(C)(C)C(=O)O)OCC)=O ((2S)-3-[4-(1-carboxy-1-methyl-ethoxy)-phenyl]-2-ethoxy-propionic acid ethyl ester), FC=1C=C(CN)C=C(C1)C(F)(F)F (3-fluoro-5-trifluoromethyl-benzylamine), C(C)O[C@H](C(=O)O)CC1=CC=C(C=C1)O[C@H](C)C(NCCC1=CC=C(C=C1)OC1=CC=CC=C1)=O ((2S,1R)-2-ethoxy-3-(4-{1-[2-(4-phenoxy-phenyl)-ethylcarbamoyl]-ethoxy}-phenyl)-propionic acid). Yields the product C(C)O[C@H](C(=O)O)CC1=CC=C(C=C1)OC(C)(C)C(NCC1=CC(=CC(=C1)C(F)(F)F)F)=O ((2S)-2-ethoxy-3-{4-[1-(3-fluoro-5-trifluoromethyl-benzylcarbamoyl)-1-methyl-ethoxy]-phenyl}-propionic acid). RXN SMILES: C([O:3][C:4](=[O:23])[C@@H:5]([O:20][CH2:21][CH3:22])[CH2:6][C:7]1[CH:12]=[CH:11][C:10]([O:13][C:14]([C:17]([OH:19])=O)([CH3:16])[CH3:15])=[CH:9][CH:8]=1)C.[F:24][C:25]1[CH:26]=[C:27]([CH:30]=[C:31]([C:33]([F:36])([F:35])[F:34])[CH:32]=1)[CH2:28][NH2:29].C(O[C@@H](CC1C=CC(O[C@@H](C(=O)NCCC2C=CC(OC3C=CC=CC=3)=CC=2)C)=CC=1)C(O)=O)C>>[CH2:21]([O:20][C@@H:5]([CH2:6][C:7]1[CH:8]=[CH:9][C:10]([O:13][C:14]([C:17](=[O:19])[NH:29][CH2:28][C:27]2[CH:30]=[C:31]([C:33]([F:34])([F:35])[F:36])[CH:32]=[C:25]([F:24])[CH:26]=2)([CH3:15])[CH3:16])=[CH:11][CH:12]=1)[C:4]([OH:3])=[O:23])[CH3:22]. Procedure details: The title compound was prepared from (2S)-3-[4-(1-carboxy-1-methyl-ethoxy)-phenyl]-2-ethoxy-propionic acid ethyl ester (EXAMPLE 49, step 2) and 3-fluoro-5-trifluoromethyl-benzylamine via the same procedure used for the preparation of (2S,1R)-2-ethoxy-3-(4-{1-[2-(4-phenoxy-phenyl)-ethylcarbamoyl]-ethoxy}-phenyl)-propionic acid (Example 1, step 3) to produce a colorless oil. MS (ES) for C23H25F4NO5 [M−H]−: 470.